Task: describe an organic reaction: reactants, conditions, products, and yield. Dataset: the Open Reaction Database (ORD), a public repository of structured organic reaction records Starting materials: CCc1cc2c(O)c(CCc3ccccc3)c(=O)n(Cc3ccc(-c4ccccc4C#N)cc3)c2s1, CO, C[Si](C)(C)C=[N+]=[N-], CC#N, CCN(C(C)C)C(C)C. Yields the product CCc1cc2c(OC)c(CCc3ccccc3)c(=O)n(Cc3ccc(-c4ccccc4C#N)cc3)c2s1. Reaction SMILES: [CH2:1]([CH3:2])[c:3]1[cH:4][c:5]2[c:6]([n:7]([CH2:21][c:22]3[cH:23][cH:24][c:25](-[c:28]4[c:29]([C:34]#[N:35])[cH:30][cH:31][cH:32][cH:33]4)[cH:26][cH:27]3)[c:8](=[O:20])[c:9]([CH2:12][CH2:13][c:14]3[cH:15][cH:16][cH:17][cH:18][cH:19]3)[c:10]2[OH:11])[s:36]1.[CH3:46][OH:47].[CH3:48][Si:49]([CH:50]=[N+:51]=[N-:52])([CH3:53])[CH3:54].[CH3:55][C:56]#[N:57].[CH:37]([N:38]([CH:39]([CH3:40])[CH3:41])[CH2:42][CH3:43])([CH3:44])[CH3:45]>>[CH2:1]([CH3:2])[c:3]1[cH:4][c:5]2[c:6]([n:7]([CH2:21][c:22]3[cH:23][cH:24][c:25](-[c:28]4[c:29]([C:34]#[N:35])[cH:30][cH:31][cH:32][cH:33]4)[cH:26][cH:27]3)[c:8](=[O:20])[c:9]([CH2:12][CH2:13][c:14]3[cH:15][cH:16][cH:17][cH:18][cH:19]3)[c:10]2[O:11][CH3:37])[s:36]1.